Dataset: the Open Reaction Database (ORD), a public repository of structured organic reaction records. Task: describe an organic reaction: reactants, conditions, products, and yield Reactants: CCOC(=O)CCCBr, O=C([O-])[O-], CC(C)Cc1ccc(C(Cc2cccc(C(=O)c3c[nH]c4ccccc34)c2)c2ccc(CC(C)C)cc2)cc1, CCOC(C)=O, CN(C)C=O, [K+], [K+]. Yields the product CCOC(=O)CCCn1cc(C(=O)c2cccc(CC(c3ccc(CC(C)C)cc3)c3ccc(CC(C)C)cc3)c2)c2ccccc21. RXN SMILES: [Br:40][CH2:41][CH2:42][CH2:43][C:44](=[O:45])[O:46][CH2:47][CH3:48].[C:49](=[O:50])([O-:51])[O-:52].[CH2:1]([CH:2]([CH3:3])[CH3:4])[c:5]1[cH:6][cH:7][c:8]([CH:11]([CH2:12][c:13]2[cH:14][c:15]([C:16](=[O:17])[c:18]3[cH:19][nH:20][c:21]4[cH:22][cH:23][cH:24][cH:25][c:26]34)[cH:27][cH:28][cH:29]2)[c:30]2[cH:31][cH:32][c:33]([CH2:36][CH:37]([CH3:38])[CH3:39])[cH:34][cH:35]2)[cH:9][cH:10]1.[CH3:55][CH2:56][O:57][C:58](=[O:59])[CH3:60].[CH3:61][N:62]([CH3:63])[CH:64]=[O:65].[K+:53].[K+:54]>>[CH2:1]([CH:2]([CH3:3])[CH3:4])[c:5]1[cH:6][cH:7][c:8]([CH:11]([CH2:12][c:13]2[cH:14][c:15]([C:16](=[O:17])[c:18]3[cH:19][n:20]([CH2:41][CH2:42][CH2:43][C:44](=[O:45])[O:46][CH2:47][CH3:48])[c:21]4[cH:22][cH:23][cH:24][cH:25][c:26]34)[cH:27][cH:28][cH:29]2)[c:30]2[cH:31][cH:32][c:33]([CH2:36][CH:37]([CH3:38])[CH3:39])[cH:34][cH:35]2)[cH:9][cH:10]1.